Dataset: the Open Reaction Database (ORD), a public repository of structured organic reaction records. Task: describe an organic reaction: reactants, conditions, products, and yield The reactants are FC(C1=C(CN2CCC(CC2)C=O)C=CC(=C1)C(F)(F)F)(F)F (1-[2,4-bis(trifluoromethyl)benzyl]piperidine-4-carbaldehyde), O.C1(=CC=C(C=C1)S(=O)(=O)O)C (p-toluenesulfonic acid monohydrate). The solvent is C1(=CC=CC=C1)C (toluene). Conditions: time 2 hour. Yields the product S(=O)(=O)(O)C1=CC=C(C)C=C1.FC(C1=C(CN2CCC(CC2)C=O)C=CC(=C1)C(F)(F)F)(F)F (1-[2,4-bis(trifluoromethyl)benzyl]piperidine-4-carbaldehyde tosylate). Isolated yield 95.5%. As a reaction SMILES: [F:1][C:2]([F:23])([F:22])[C:3]1[CH:17]=[C:16]([C:18]([F:21])([F:20])[F:19])[CH:15]=[CH:14][C:4]=1[CH2:5][N:6]1[CH2:11][CH2:10][CH:9]([CH:12]=[O:13])[CH2:8][CH2:7]1.O.[C:25]1([CH3:35])[CH:30]=[CH:29][C:28]([S:31]([OH:34])(=[O:33])=[O:32])=[CH:27][CH:26]=1>C1(C)C=CC=CC=1>[S:31]([C:28]1[CH:29]=[CH:30][C:25]([CH3:35])=[CH:26][CH:27]=1)([OH:34])(=[O:33])=[O:32].[F:23][C:2]([F:1])([F:22])[C:3]1[CH:17]=[C:16]([C:18]([F:21])([F:20])[F:19])[CH:15]=[CH:14][C:4]=1[CH2:5][N:6]1[CH2:11][CH2:10][CH:9]([CH:12]=[O:13])[CH2:8][CH2:7]1 |f:1.2,4.5|. Reported procedure: To a solution of 1-[2,4-bis(trifluoromethyl)benzyl]piperidine-4-carbaldehyde (170 mg) in toluene (2 mL) was added p-toluenesulfonic acid monohydrate (95 mg), and the mixture was stirred at room temperature for 2 hr. The solvent was evaporated under reduced pressure, and the residue was washed with ethyl acetate. The obtained solid was dried at 60° C. under reduced pressure to give the title compound (244 mg). Reactants: O (water), [H-].[Na+] (Sodium hydride), CC1=C(C=O)C=CC=C1O (2-methyl-3-hydroxybenzaldehyde), C(CC)I (n-propyl iodide). The solvent is CN(C)C=O (DMF). Conditions: time 1 hour. Yields the product CC1=C(C=O)C=CC=C1OCCC (2-methyl-3-n-propyloxybenzaldehyde). Yield: 35.1%. As a reaction SMILES: [H-].[Na+].[CH3:3][C:4]1[C:11]([OH:12])=[CH:10][CH:9]=[CH:8][C:5]=1[CH:6]=[O:7].[CH2:13](I)[CH2:14][CH3:15].O>CN(C=O)C>[CH3:3][C:4]1[C:11]([O:12][CH2:13][CH2:14][CH3:15])=[CH:10][CH:9]=[CH:8][C:5]=1[CH:6]=[O:7] |f:0.1|. Procedure details: Sodium hydride (1.15 g, 50% in oil) was added to a stirred solution of 2-methyl-3-hydroxybenzaldehyde (3.00 g) in dry DMF (30 ml). The mixture was stirred for 1 h at room temperature under nitrogen, then n-propyl iodide (4.49 g) was added portionwise over 20 min, followed by stirring for 1 h. The mixture was poured into water and extracted with diethyl ether, and the combined extracts dried (MgSO4) and evaporated to dryness. Purification by chromatography (SiO2 ; hexane/ethyl acetate) gave 2-met... Starting materials: NC1(N(C(C(=C(C1)Cl)F)=O)C)C#N (2-amino-5-fluoro-4-chloro-1-methyl-6-oxo-1,6-dihydropyridine-carbonitrile), S(O)(O)(=O)=O (sulfuric acid), ice water. The solvent is C(=O)O (formic acid). Run at temperature 80 celsius, time 20 hour. Product: ClC1=C(C(N(C=2N=CNC(C21)=O)C)=O)F (5-Chloro-6-fluoro-8-methylpyrido[2,3-d]pyrimidine-4,7(3H,8H)-dione). Reaction SMILES: [NH2:1][C:2]1(C#N)[CH2:7][C:6]([Cl:8])=[C:5]([F:9])[C:4](=[O:10])[N:3]1[CH3:11].S(=O)(=O)(O)O>C(O)=O>[Cl:8][C:6]1[C:7]2[C:4](=[O:10])[NH:3][CH:2]=[N:1][C:2]=2[N:3]([CH3:11])[C:4](=[O:10])[C:5]=1[F:9]. Procedure details: Combine 2-amino-5-fluoro-4-chloro-1-methyl-6-oxo-1,6-dihydropyridine-carbonitrile (4.97 g, 246 mmol) and 99% formic acid (40 mL, 8 volumes) in a dried vessel. Heat to 80° C. When a solution is formed add aqueous 9 N sulfuric acid (25 mL, 5 volumes). After 20 hours, cool ambient temperature and add ice-water (50 mL, 10 volumes) with stirring. Cool in an ice bath to give a solid. After 30 minutes, collect the solid by filtration, rinse with water (2×5 mL), and dry in vacuo to give the title compou... Reactants: C=C(C)CC(C(=O)OC)c1cc(-c2ccc(C(F)(F)F)cc2)nc(-c2ccc(C(F)(F)F)cc2)c1, CO. The product is COC(=O)C(CC(C)C)c1cc(-c2ccc(C(F)(F)F)cc2)nc(-c2ccc(C(F)(F)F)cc2)c1. Reaction SMILES: [CH3:1][O:2][C:3]([CH:4]([CH2:5][C:6](=[CH2:7])[CH3:8])[c:9]1[cH:10][c:11](-[c:25]2[cH:26][cH:27][c:28]([C:31]([F:32])([F:33])[F:34])[cH:29][cH:30]2)[n:12][c:13](-[c:15]2[cH:16][cH:17][c:18]([C:21]([F:22])([F:23])[F:24])[cH:19][cH:20]2)[cH:14]1)=[O:35].[CH3:36][OH:37]>>[CH3:1][O:2][C:3]([CH:4]([CH2:5][CH:6]([CH3:7])[CH3:8])[c:9]1[cH:10][c:11](-[c:25]2[cH:26][cH:27][c:28]([C:31]([F:32])([F:33])[F:34])[cH:29][cH:30]2)[n:12][c:13](-[c:15]2[cH:16][cH:17][c:18]([C:21]([F:22])([F:23])[F:24])[cH:19][cH:20]2)[cH:14]1)=[O:35]. The reactants are C[SiH](C)C1C(=O)N(C(C)(C)C)C1C=C(Br)Br, C[Si](C)(C)[N-][Si](C)(C)C, [Cl-], [Li+], [NH4+]. Yields the product C#CC1C([SiH](C)C)C(=O)N1C(C)(C)C. As a reaction SMILES: [C:1]([CH3:2])([CH3:3])([CH3:4])[N:5]1[C:6](=[O:16])[CH:7]([SiH:13]([CH3:14])[CH3:15])[CH:8]1[CH:9]=[C:10]([Br:11])[Br:12].[CH3:17][Si:18]([N-:19][Si:20]([CH3:21])([CH3:22])[CH3:23])([CH3:24])[CH3:25].[Cl-:27].[Li+:26].[NH4+:28]>>[C:1]([CH3:2])([CH3:3])([CH3:4])[N:5]1[C:6](=[O:16])[CH:7]([SiH:13]([CH3:14])[CH3:15])[CH:8]1[C:9]#[CH:10]. Reaction SMILES: [N:1]1[CH:6]=[CH:5][CH:4]=[CH:3][CH:2]=1.[Cl:7][C:8]1[CH:13]=[CH:12][C:11](B(O)O)=[CH:10][CH:9]=1.[C:17](=[O:20])(O)[O-:18].[Na+].O.O.[CH2:24]([N:35]([CH2:40]C(O)=O)CC(O)=O)[CH2:25][N:26](CC([O-])=O)CC([O-])=O.[Na+].[Na+].[CH2:46](Cl)Cl>C([O-])(=O)C.[Cu+2].C([O-])(=O)C>[NH2:1][CH2:6][CH2:5][CH2:4][C@H:3]1[CH2:46][C@@:2]1([C:24]1[N:35]=[CH:40][N:26]([C:11]2[CH:12]=[CH:13][C:8]([Cl:7])=[CH:9][CH:10]=2)[CH:25]=1)[C:17]([OH:18])=[O:20] |f:2.3,4.5.6.7.8,10.11.12|. Reagents/catalysts: C(C)(=O)[O-].[Cu+2].C(C)(=O)[O-] (copper (II) acetate). Conditions: time 8 hour. Product: NCCC[C@@H]1[C@@](C1)(C(=O)O)C=1N=CN(C1)C1=CC=C(C=C1)Cl ((1R*,2S*)-2-(3-Aminopropyl)-1-[1-(4-chlorophenyl)-1H-imidazol-4-yl]cyclopropanecarboxylic acid). The reactants are N1=CC=CC=C1 (pyridine), 4A, ClC1=CC=C(C=C1)B(O)O (4-chlorophenylboronic acid), compound, C([O-])(O)=O.[Na+] (sodium bicarbonate), O.O.C(CN(CC(=O)[O-])CC(=O)[O-])N(CC(=O)O)CC(=O)O.[Na+].[Na+] (disodium ethylenediaminetetraacetate dihydrate), C(Cl)Cl (methylene chloride). Procedure details: The compound (180 mg) obtained in Reference Example 16 was dissolved in methylene chloride (5 mL). To the solution, copper (II) acetate (76 mg), pyridine (67 μL), molecular sieve 4A (36 mg), and 4-chlorophenylboronic acid (129 mg) were added, and the mixture was stirred overnight at room temperature under an oxygen atmosphere. The progress of the reaction was checked by TLC. Then, a saturated aqueous solution of sodium bicarbonate (10 mL) and disodium ethylenediaminetetraacetate dihydrate (184 m...